From a dataset of the Open Reaction Database (ORD), a public repository of structured organic reaction records. describe an organic reaction: reactants, conditions, products, and yield The reactants are O=C(O)c1cccc(Br)c1, ClCCCl, CC#N, NC1CCNC1. Yields the product O=C(NC1CCNC1)c1cccc(Br)c1. Reaction SMILES: [Br:1][c:2]1[cH:3][c:4]([C:5](=[O:6])[OH:7])[cH:8][cH:9][cH:10]1.[CH2:11]([Cl:12])[CH2:13][Cl:14].[CH3:21][C:22]#[N:23].[NH2:15][CH:16]1[CH2:17][NH:18][CH2:19][CH2:20]1>>[Br:1][c:2]1[cH:3][c:4]([C:5](=[O:7])[NH:15][CH:16]2[CH2:17][NH:18][CH2:19][CH2:20]2)[cH:8][cH:9][cH:10]1. Reactants: C1COCCO1, Cc1nccc2ccccc12, O=[Se]=O. Yields the product O=Cc1nccc2ccccc12. As a reaction SMILES: [CH2:15]1[O:16][CH2:17][CH2:18][O:19][CH2:20]1.[CH3:1][c:2]1[n:3][cH:4][cH:5][c:6]2[cH:7][cH:8][cH:9][cH:10][c:11]12.[Se:12](=[O:13])=[O:14]>>[CH:1]([c:2]1[n:3][cH:4][cH:5][c:6]2[cH:7][cH:8][cH:9][cH:10][c:11]12)=[O:13]. Starting materials: BrC=1C=C(C=NC1)N1C2CN3CC(CC(C1)C3)C2 (4-(5-Bromopyridin-3-yl)-1,4-diazatricyclo[4.3.1.13,8]undecane), N1C=CC2=CC(=CC=C12)B(O)O (1H-indol-5-ylboronic acid). Product: N1C=CC2=CC(=CC=C12)C=1C=C(C=NC1)N1C2CN3CC(CC(C1)C3)C2 (4-[5-(1H-indol-5-yl)pyridin-3-yl]-1,4-diazatricyclo[4.3.1.13,8]undecane). As a reaction SMILES: Br[C:2]1[CH:3]=[C:4]([N:8]2[CH2:16][CH:15]3[CH2:17][N:11]4[CH2:12][CH:13]([CH2:18][CH:9]2[CH2:10]4)[CH2:14]3)[CH:5]=[N:6][CH:7]=1.[NH:19]1[C:27]2[C:22](=[CH:23][C:24](B(O)O)=[CH:25][CH:26]=2)[CH:21]=[CH:20]1>>[NH:19]1[C:27]2[C:22](=[CH:23][C:24]([C:2]3[CH:3]=[C:4]([N:8]4[CH2:16][CH:15]5[CH2:17][N:11]6[CH2:12][CH:13]([CH2:18][CH:9]4[CH2:10]6)[CH2:14]5)[CH:5]=[N:6][CH:7]=3)=[CH:25][CH:26]=2)[CH:21]=[CH:20]1. Procedure: The title compound was prepared from the product of Example 65A and 1H-indol-5-ylboronic acid according to General Method B: LC-MS Method D (ESI+) m/z 344.0 (M+H)+, retention time 1.30 minutes.